Dataset: the Open Reaction Database (ORD), a public repository of structured organic reaction records. Task: describe an organic reaction: reactants, conditions, products, and yield Reactants: [Li+].[OH-] (LiOH), C(#N)C1=CC(=C(C(=C1)C)C1=C2CC[C@H](C2=C(C=C1)F)OC1=CC2=C([C@@H](CO2)CC(=O)OC)C=C1)C (methyl 2-((S)-6-((R)-4-(4-cyano-2,6-dimethylphenyl)-7-fluoro-2,3-dihydro-1H-inden-1-yloxy)-2,3-dihydrobenzofuran-3-yl)acetate). Run in O1CCCC1 (tetrahydrofuran), O (water), CO (methanol), O (H2O). Reaction conditions: time 12 hour. The product is C(#N)C1=CC(=C(C(=C1)C)C1=C2CC[C@H](C2=C(C=C1)F)OC1=CC2=C([C@@H](CO2)CC(=O)O)C=C1)C (2-((S)-6-((R)-4-(4-Cyano-2,6-dimethylphenyl)-7-fluoro-2,3-dihydro-1H-inden-1-yloxy)-2,3-dihydrobenzofuran-3-yl)acetic acid). RXN SMILES: [Li+].[OH-].[C:3]([C:5]1[CH:10]=[C:9]([CH3:11])[C:8]([C:12]2[CH:20]=[CH:19][C:18]([F:21])=[C:17]3[C:13]=2[CH2:14][CH2:15][C@H:16]3[O:22][C:23]2[CH:36]=[CH:35][C:26]3[C@H:27]([CH2:30][C:31]([O:33]C)=[O:32])[CH2:28][O:29][C:25]=3[CH:24]=2)=[C:7]([CH3:37])[CH:6]=1)#[N:4]>O1CCCC1.O.CO>[C:3]([C:5]1[CH:10]=[C:9]([CH3:11])[C:8]([C:12]2[CH:20]=[CH:19][C:18]([F:21])=[C:17]3[C:13]=2[CH2:14][CH2:15][C@H:16]3[O:22][C:23]2[CH:36]=[CH:35][C:26]3[C@H:27]([CH2:30][C:31]([OH:33])=[O:32])[CH2:28][O:29][C:25]=3[CH:24]=2)=[C:7]([CH3:37])[CH:6]=1)#[N:4] |f:0.1|. Procedure details: LiOH×H2O (38 mg) is added to a solution of methyl 2-((S)-6-((R)-4-(4-cyano-2,6-dimethylphenyl)-7-fluoro-2,3-dihydro-1H-inden-1-yloxy)-2,3-dihydrobenzofuran-3-yl)acetate (85 mg) in tetrahydrofuran (1 mL), water (1 mL) and methanol (1 mL) at room temperature. The mixture is stirred at room temperature for 12 hours. The mixture is concentrated, cooled to 0° C., diluted with water and acidified with 4 M aqueous HCl solution. The resulting mixture is extracted with dichloromethane. The organic phase ... Reactants: ClCCl, CC=C1C(=S)c2cc(C)ccc2OC1c1ccccc1, O=C(OO)c1cccc(Cl)c1. Yields the product CC=C1C(=S)c2cc(C)ccc2[O+]([O-])C1c1ccccc1. Reaction SMILES: [CH2:32]([Cl:33])[Cl:34].[CH:1]([CH3:2])=[C:3]1[CH:4]([c:15]2[cH:16][cH:17][cH:18][cH:19][cH:20]2)[O:5][c:6]2[cH:7][cH:8][c:9]([CH3:14])[cH:10][c:11]2[C:12]1=[S:13].[OH:21][O:22][C:23]([c:24]1[cH:25][c:26]([Cl:27])[cH:28][cH:29][cH:30]1)=[O:31]>>[CH:1]([CH3:2])=[C:3]1[CH:4]([c:15]2[cH:16][cH:17][cH:18][cH:19][cH:20]2)[O+:5]([O-:21])[c:6]2[cH:7][cH:8][c:9]([CH3:14])[cH:10][c:11]2[C:12]1=[S:13].